From a dataset of the Open Reaction Database (ORD), a public repository of structured organic reaction records. describe an organic reaction: reactants, conditions, products, and yield Reactants: CC1=C(C(=NO1)C1=CC(=CC=C1)C(F)(F)F)C(=O)O (5-methyl-3-(3-(trifluoromethyl)phenyl)isoxazol-4-carboxylic acid), Cl.C(C)N=C=NCCCN(C)C (1-ethyl-3-(dimethylaminopropyl)carbodiimide hydrochloride), ClC=1C=C(C=CC1Cl)N1CCNCC1 (1-(3,4-dichlorophenyl)piperazine). Solvent: ClCCl (dichloromethane). The product is ClC=1C=C(C=CC1Cl)N1CCN(CC1)C(=O)C=1C(=NOC1C)C1=CC(=CC=C1)C(F)(F)F ((4-(3,4-dichlorophenyl)piperazine-1-yl)(5-methyl-3-(3-(trifluoromethyl)phenyl)isoxazol-4-yl)methanone). Isolated yield 67.4%. Reaction SMILES: [CH3:1][C:2]1[O:6][N:5]=[C:4]([C:7]2[CH:12]=[CH:11][CH:10]=[C:9]([C:13]([F:16])([F:15])[F:14])[CH:8]=2)[C:3]=1[C:17]([OH:19])=O.Cl.C(N=C=NCCCN(C)C)C.[Cl:32][C:33]1[CH:34]=[C:35]([N:40]2[CH2:45][CH2:44][NH:43][CH2:42][CH2:41]2)[CH:36]=[CH:37][C:38]=1[Cl:39]>ClCCl>[Cl:32][C:33]1[CH:34]=[C:35]([N:40]2[CH2:45][CH2:44][N:43]([C:17]([C:3]3[C:4]([C:7]4[CH:12]=[CH:11][CH:10]=[C:9]([C:13]([F:14])([F:15])[F:16])[CH:8]=4)=[N:5][O:6][C:2]=3[CH3:1])=[O:19])[CH2:42][CH2:41]2)[CH:36]=[CH:37][C:38]=1[Cl:39] |f:1.2|. Procedure details: In a similar manner as described in Example 1, by using dichloromethane (30 mL), 5-methyl-3-(3-(trifluoromethyl)phenyl)isoxazol-4-carboxylic acid (500 mg, 1.84 mmol), 1-ethyl-3-(dimethylaminopropyl)carbodiimide hydrochloride (388 mg, 2.02 mmol) and 1-(3,4-dichlorophenyl)piperazine (425 mg, 1.84 mmol), a white solid required compound (644 mg, 1.24 mmol, 68%) was obtained. The reactants are C(C)(=O)O (Acetic acid), [BH3-]C#N.[Na+] (NaBH3CN), ClC=1C(=C(C=NC1)C=O)COC1OCCCC1 (5-chloro-4-(tetrahydro-pyran-2-yloxymethyl)-pyridine-3-carbaldehyde), CC1(OCC(O1)CN)C (2,2-dimethyl-1,3-dioxolane-4-methanamine). Run in CO (MeOH). Conditions: time 2 hour. Product: ClC=1C(=C(C=NC1)CNCC1OC(OC1)(C)C)COC1OCCCC1 ([5-Chloro-4-(tetrahydro-pyran-2-yloxymethyl)-pyridin-3-ylmethyl]-(2,2-dimethyl-[1,3]dioxolan-4-ylmethyl)-amine). RXN SMILES: C(O)(=O)C.[BH3-]C#N.[Na+].[Cl:9][C:10]1[C:11]([CH2:18][O:19][CH:20]2[CH2:25][CH2:24][CH2:23][CH2:22][O:21]2)=[C:12]([CH:16]=O)[CH:13]=[N:14][CH:15]=1.[CH3:26][C:27]1([CH3:34])[O:31][CH:30]([CH2:32][NH2:33])[CH2:29][O:28]1>CO>[Cl:9][C:10]1[C:11]([CH2:18][O:19][CH:20]2[CH2:25][CH2:24][CH2:23][CH2:22][O:21]2)=[C:12]([CH2:16][NH:33][CH2:32][CH:30]2[CH2:29][O:28][C:27]([CH3:34])([CH3:26])[O:31]2)[CH:13]=[N:14][CH:15]=1 |f:1.2|. Procedure: Acetic acid (133 μL) and NaBH3CN (14.8 mg, 0.235 mmol) were added to a stirred solution of 5-chloro-4-(tetrahydro-pyran-2-yloxymethyl)-pyridine-3-carbaldehyde (40 mg, 0.157 mmol) and 2,2-dimethyl-1,3-dioxolane-4-methanamine (203 μL, 1.57 mmol) in MeOH (1 mL). After stirring for 2 h at room temperature the solvent was removed in vacuo and the residue was partitioned between DCM (10 mL) and saturated NaHCO3 solution (10 mL). After extraction of the aqueous layer with DCM (2×10 mL) the combined org... The reactants are ClC1=C(OCC2CO2)C=CC=C1 (1-(o-chloro-phenoxy)-2,3-epoxypropane), N1CCC(CC1)N1C(NCCC1)=O (1-(4-piperidyl)-2-oxo-hexahydro-pyrimidine). The solvent is C(C)O (ethanol). The product is ClC1=C(OCC(CN2CCC(CC2)N2C(NCCC2)=O)O)C=CC=C1 (1-[3-(o-chloro-phenoxy)-2-hydroxypropyl]-4-(2-oxo-hexahydro-1-pyrimidinyl)-piperidine). As a reaction SMILES: [Cl:1][C:2]1[CH:12]=[CH:11][CH:10]=[CH:9][C:3]=1[O:4][CH2:5][CH:6]1[O:8][CH2:7]1.[NH:13]1[CH2:18][CH2:17][CH:16]([N:19]2[CH2:24][CH2:23][CH2:22][NH:21][C:20]2=[O:25])[CH2:15][CH2:14]1>C(O)C>[Cl:1][C:2]1[CH:12]=[CH:11][CH:10]=[CH:9][C:3]=1[O:4][CH2:5][CH:6]([OH:8])[CH2:7][N:13]1[CH2:18][CH2:17][CH:16]([N:19]2[CH2:24][CH2:23][CH2:22][NH:21][C:20]2=[O:25])[CH2:15][CH2:14]1. Procedure details: A solution of 9.2 g of 1-(o-chloro-phenoxy)-2,3-epoxypropane and 9.15 g of 1-(4-piperidyl)-2-oxo-hexahydro-pyrimidine in 7 ml of abs. ethanol is heated for 5 hours to 95° C and then evaporated in vacuo. The residue is recrystallised from chloroform/petroleum ether to yield the 1-[3-(o-chloro-phenoxy)-2-hydroxypropyl]-4-(2-oxo-hexahydro-1-pyrimidinyl)-piperidine, which melts at 150°-153° C. Reactants: CC(C)(C)OC(=O)C=CCON=C(C(=O)O)c1csc(NC=O)n1, CCCCCC, CCOC(C)=O, CCO, O. Yields the product CC(C)(C)OC(=O)CCCON=C(C(=O)O)c1csc(NC=O)n1. Reaction SMILES: [C:1]([CH3:2])([CH3:3])([CH3:4])[O:5][C:6](=[O:7])[CH:8]=[CH:9][CH2:10][O:11][N:12]=[C:13]([C:14](=[O:15])[OH:16])[c:17]1[n:18][c:19]([NH:22][CH:23]=[O:24])[s:20][cH:21]1.[CH3:25][CH2:26][CH2:27][CH2:28][CH2:29][CH3:30].[CH3:31][CH2:32][O:33][C:34](=[O:35])[CH3:36].[CH3:37][CH2:38][OH:39].[OH2:40]>>[C:1]([CH3:2])([CH3:3])([CH3:4])[O:5][C:6](=[O:7])[CH2:8][CH2:9][CH2:10][O:11][N:12]=[C:13]([C:14](=[O:15])[OH:16])[c:17]1[n:18][c:19]([NH:22][CH:23]=[O:24])[s:20][cH:21]1. Reactants: [H-].[Na+] (sodium hydride), [Na+].[Cl-] (NaCl), [N+](=O)([O-])C=1C=C(C=CC1)O (3-nitrophenol), ClCCCI (1-chloro-3-iodopropane). The solvent is CN(C=O)C (DMF), O (Water), CN(C=O)C (N,N-dimethylformamide). Product: ClCCCOC1=CC(=CC=C1)[N+](=O)[O-] (1-(3-Chloropropoxy)-3-nitrobenzene). Isolated yield 84.8%. As a reaction SMILES: [N+:1]([C:4]1[CH:5]=[C:6]([OH:10])[CH:7]=[CH:8][CH:9]=1)([O-:3])=[O:2].[H-].[Na+].[Cl:13][CH2:14][CH2:15][CH2:16]I.[Na+].[Cl-]>CN(C)C=O.O>[Cl:13][CH2:14][CH2:15][CH2:16][O:10][C:6]1[CH:7]=[CH:8][CH:9]=[C:4]([N+:1]([O-:3])=[O:2])[CH:5]=1 |f:1.2,4.5|. Procedure details: Under a nitrogen atmosphere, a solution of 3-nitrophenol (15.00 g, 108.0 mmol) in N,N-dimethylformamide (DMF) (10 mL) was added drop-wise over 5 min to a cold (0-5° C.), stirring slurry of sodium hydride (3.42 g of an 80% dispersion in mineral oil, 114.0 mmol) in DMF (40 mL). The mixture was allowed to stir and warm to ambient temperature over 1 h. The mixture was cooled to 0-5° C., and 1-chloro-3-iodopropane (26.37 g, 127.0 mmol) was added drop-wise over 5 min. The resulting dark-brown mixture ... Reactants: CC(C)(C)O, COC(=O)c1ccc(Nc2nccc(-c3ccnn3-c3ccccc3)n2)cc1, [Na+], C1COCCO1, [OH-]. The product is O=C(O)c1ccc(Nc2nccc(-c3ccnn3-c3ccccc3)n2)cc1. As a reaction SMILES: [C:31]([OH:32])([CH3:33])([CH3:34])[CH3:35].[CH3:1][O:2][C:3]([c:4]1[cH:5][cH:6][c:7]([NH:10][c:11]2[n:12][cH:13][cH:14][c:15](-[c:17]3[cH:18][cH:19][n:20][n:21]3-[c:22]3[cH:23][cH:24][cH:25][cH:26][cH:27]3)[n:16]2)[cH:8][cH:9]1)=[O:28].[Na+:30].[O:36]1[CH2:37][CH2:38][O:39][CH2:40][CH2:41]1.[OH-:29]>>[O:2]=[C:3]([c:4]1[cH:5][cH:6][c:7]([NH:10][c:11]2[n:12][cH:13][cH:14][c:15](-[c:17]3[cH:18][cH:19][n:20][n:21]3-[c:22]3[cH:23][cH:24][cH:25][cH:26][cH:27]3)[n:16]2)[cH:8][cH:9]1)[OH:28]. The reactants are OCc1c(-c2ccccc2)c(-c2ccccc2)nn1Cc1ccccc1, ClC(Cl)Cl, CC(C)OC(C)C, O=S(Cl)Cl. Yields the product ClCc1c(-c2ccccc2)c(-c2ccccc2)nn1Cc1ccccc1. Reaction SMILES: [CH2:1]([c:2]1[cH:3][cH:4][cH:5][cH:6][cH:7]1)[n:8]1[n:9][c:10](-[c:21]2[cH:22][cH:23][cH:24][cH:25][cH:26]2)[c:11](-[c:15]2[cH:16][cH:17][cH:18][cH:19][cH:20]2)[c:12]1[CH2:13][OH:14].[CH:31]([Cl:32])([Cl:33])[Cl:34].[CH:35]([O:36][CH:37]([CH3:38])[CH3:39])([CH3:40])[CH3:41].[S:27]([Cl:28])([Cl:29])=[O:30]>>[CH2:1]([c:2]1[cH:3][cH:4][cH:5][cH:6][cH:7]1)[n:8]1[n:9][c:10](-[c:21]2[cH:22][cH:23][cH:24][cH:25][cH:26]2)[c:11](-[c:15]2[cH:16][cH:17][cH:18][cH:19][cH:20]2)[c:12]1[CH2:13][Cl:29]. The reactants are S(=O)([O-])[O-].[Na+].[Na+] (sodium sulfite), C12C(CC(C=C1)C2)C(=O)O (5-norbornene-2-carboxylic acid), C(=O)O (formic acid), OO (hydrogen peroxide). Solvent: O (water). Reaction conditions: time 1 hour. The product is OC1C2CC3C(C(C(C13)=O)=O)C2 (2-hydroxy-4-oxotricyclo[4.2.1.03,7]nonan-5-one). Isolated yield 65.5%. Reaction SMILES: [CH:1]12[CH2:7][CH:4]([CH:5]=[CH:6]1)[CH2:3][CH:2]2[C:8]([OH:10])=O.[CH:11](O)=[O:12].OO.S([O-])([O-])=[O:17].[Na+].[Na+]>O>[OH:17][CH:3]1[CH:2]2[CH:1]3[CH:6]([CH2:5][CH:4]1[CH2:7]3)[C:11](=[O:12])[C:8]2=[O:10] |f:3.4.5|. Procedure: With 328.2 g of 5-norbornene-2-carboxylic acid was mixed 240.6 of formic acid. Below 50° C., 254.5 g of 35% aqueous hydrogen peroxide was added dropwise to the mixture over 6 hours. After the completion of addition, the reaction mixture was poured into a mixture of 1.5 liters of water and 0.8 kg of sodium sulfite. After three times of extraction with 1 liter of ethyl acetate, the organic phase was washed with water, dried, and concentrated in vacuum. The residue was dissolved in 1.2 liters of me... Reactants: COC(=O)C1CCC(CC1)(CNC(=O)C1=C(C=CC=C1)OC#C)C1=CC=CC=C1 (1-methoxycarbonylmethylidenyl-4-phenyl-4-(3-(2-methoxyphenyl)-3-oxo-2-azaprop-1-yl)-cyclohexane), O.[OH-].[Li+] (lithium hydroxide monohydrate), O (water), Cl (HCl). Run in CO (methanol). Conditions: temperature 60 celsius. Product: C(=O)(O)C1CCC(CC1)(CNC(=O)C1=C(C=CC=C1)OC#C)C1=CC=CC=C1 (1-Carboxymethylidenyl-4-phenyl-4-(3-(2-methoxyphenyl)-3-oxo-2-azaprop-1-yl)-cyclohexane). RXN SMILES: C[O:2][C:3]([CH:5]1[CH2:10][CH2:9][C:8]([C:24]2[CH:29]=[CH:28][CH:27]=[CH:26][CH:25]=2)([CH2:11][NH:12][C:13]([C:15]2[CH:20]=[CH:19][CH:18]=[CH:17][C:16]=2[O:21][C:22]#[CH:23])=[O:14])[CH2:7][CH2:6]1)=[O:4].O.[OH-].[Li+].O.Cl>CO>[C:3]([CH:5]1[CH2:10][CH2:9][C:8]([C:24]2[CH:29]=[CH:28][CH:27]=[CH:26][CH:25]=2)([CH2:11][NH:12][C:13]([C:15]2[CH:20]=[CH:19][CH:18]=[CH:17][C:16]=2[O:21][C:22]#[CH:23])=[O:14])[CH2:7][CH2:6]1)([OH:4])=[O:2] |f:1.2.3|. Procedure details: To a solution of 1-methoxycarbonylmethylidenyl-4-phenyl-4-(3-(2-methoxyphenyl)-3-oxo-2-azaprop-1-yl)-cyclohexane (32.2 mg, 0.082 mmol) in 3.0 mL of methanol was added lithium hydroxide monohydrate (6.9 mg, 0.164 mmol) and water (1 mL) and the reaction mixture was heated at 60° C. for 8 h. To the solution was then added 2N HCl to bring the pH=3.0 and volatiles were removed by vacuum. The white solid was dissolved in CH2Cl2 and filtered through celite (to remove LiCl) and evaporated to give the ti...